From a dataset of the Open Reaction Database (ORD), a public repository of structured organic reaction records. describe an organic reaction: reactants, conditions, products, and yield The reactants are NC1=CC(=NN1C1=C(C=C(C=C1Cl)C(F)(F)F)Cl)C#N (5-amino-3-cyano-1-(2,6-dichloro-4-trifluoromethylphenyl) pyrazole), C1(CCCCC1)=O (cyclohexanone). The solvent is C(C)(=O)O (acetic acid), O (water). Conditions: temperature 120 celsius. The product is NC1=C(C(=NN1C1=C(C=C(C=C1Cl)C(F)(F)F)Cl)C#N)C1=CCCCC1 (5-Amino-3-cyano-4-(cyclohex-1-enyl)-1-(2,6-dichloro-4-trifluoromethylphenyl)pyrazole). Reaction SMILES: [NH2:1][C:2]1[N:6]([C:7]2[C:12]([Cl:13])=[CH:11][C:10]([C:14]([F:17])([F:16])[F:15])=[CH:9][C:8]=2[Cl:18])[N:5]=[C:4]([C:19]#[N:20])[CH:3]=1.[C:21]1(=O)[CH2:26][CH2:25][CH2:24][CH2:23][CH2:22]1>C(O)(=O)C.O>[NH2:1][C:2]1[N:6]([C:7]2[C:8]([Cl:18])=[CH:9][C:10]([C:14]([F:16])([F:15])[F:17])=[CH:11][C:12]=2[Cl:13])[N:5]=[C:4]([C:19]#[N:20])[C:3]=1[C:21]1[CH2:26][CH2:25][CH2:24][CH2:23][CH:22]=1. Procedure details: A solution of 5-amino-3-cyano-1-(2,6-dichloro-4-trifluoromethylphenyl) pyrazole (1 g, the compound of Reference Example 1 from EP 295,117) and cyclohexanone (1.6 ml) in acetic acid (5 ml) was stirred and heated at 120° C. overnight under an atmosphere of nitrogen. The cooled reaction mixture was diluted with water and extracted with ethyl acetate and then ether. The combined organic extracts were washed with saturated aqueous sodium hydrogen carbonate solution, then water. After drying (MgSO4), ... Starting materials: C(C)OC(C(C(C)C1=CNC2=CC=CC(=C12)OC(C)C)N)=O (2-amino-3(4-isopropoxyindole-3-yl)butanoic acid ethylester), O.C(C=O)(=O)O (glyoxylic acid hydrate), C(=O)([O-])[O-].[K+].[K+] (K2CO3). Solvent: O (water), C(C)OC(C)=O (ethylacetate). Conditions: time 6 hour. Product: C(C)(C)OC1=C2C=3C(C(NC(C3NC2=CC=C1)C(=O)O)C(=O)OCC)C (5-isopropoxy-3-ethoxycarbonyl-4-methyl-1,2,3,4-tetrahydro-β-carboline-1-carboxylic acid). As a reaction SMILES: [CH2:1]([O:3][C:4](=[O:22])[CH:5]([NH2:21])[CH:6]([C:8]1[C:16]2[C:11](=[CH:12][CH:13]=[CH:14][C:15]=2[O:17][CH:18]([CH3:20])[CH3:19])[NH:10][CH:9]=1)[CH3:7])[CH3:2].O.[C:24]([OH:28])(=[O:27])[CH:25]=O.C([O-])([O-])=O.[K+].[K+]>C(OC(=O)C)C.O>[CH:18]([O:17][C:15]1[CH:14]=[CH:13][CH:12]=[C:11]2[C:16]=1[C:8]1[CH:6]([CH3:7])[CH:5]([C:4]([O:3][CH2:1][CH3:2])=[O:22])[NH:21][CH:25]([C:24]([OH:28])=[O:27])[C:9]=1[NH:10]2)([CH3:20])[CH3:19] |f:1.2,3.4.5|. Reported procedure: To a stirred solution of 27.25 g 2-amino-3(4-isopropoxyindole-3-yl)butanoic acid ethylester in 70 ml ethylacetate was added 9.99 g glyoxylic acid hydrate dissolved in 70 ml water. The mixture was adjusted to pH 4 (10% K2CO3 -solution) and further stirred at room temperature for 6 hours. The yellow precipitate was collected by filtration, washed with ethylacetate and dried. Reported procedure: To a solution of (3S)-trans-3-[(E)-2-(2-thienyl)-2-{1,3-di(t-butoxycarbonylamino)-prop-2-oxyimino} acetamido]-4-methyl-2-oxoazetidine-1-sulfonic acid, potassium salt (step 4, Example 2, 4.04 gm, 5.2756 mmol) in methylene chloride (12 ml) cooled to -5° C. was added trifluoroacetic acid (18 gm, 156.890 mmol) dropwise and stirred at this temperature for 4 hr. The mixture was diluted with methylene chloride and concentrated under reduced pressure to give a foam which was triturated with ether to aff... Run at time 4 hour. Solvent: C(Cl)Cl (methylene chloride), C(Cl)Cl (methylene chloride). RXN SMILES: [S:1]1[CH:5]=[CH:4][CH:3]=[C:2]1/[C:6](=[N:20]/[O:21][CH:22]([CH2:32][NH:33]C(OC(C)(C)C)=O)[CH2:23][NH:24]C(OC(C)(C)C)=O)/[C:7]([NH:9][C@H:10]1[C@H:13]([CH3:14])[N:12]([S:15]([OH:18])(=[O:17])=[O:16])[C:11]1=[O:19])=[O:8].[K].[F:42][C:43]([F:48])([F:47])C(O)=O>C(Cl)Cl>[OH:18][S:15]([C:43]([F:48])([F:47])[F:42])(=[O:16])=[O:17].[S:1]1[CH:5]=[CH:4][CH:3]=[C:2]1/[C:6](=[N:20]/[O:21][CH:22]([CH2:32][NH2:33])[CH2:23][NH2:24])/[C:7]([NH:9][C@H:10]1[C@H:13]([CH3:14])[N:12]([S:15]([OH:18])(=[O:17])=[O:16])[C:11]1=[O:19])=[O:8] |f:4.5,^1:40|. Yields the product OS(=O)(=O)C(F)(F)F.S1C(=CC=C1)/C(/C(=O)N[C@@H]1C(N([C@H]1C)S(=O)(=O)O)=O)=N/OC(CN)CN ((3S)-trans-3-[(E)-2-(2-Thienyl)-2-{1,3-diamino-prop-2-oxyimino} acetamido]-4-methyl-2-oxoazetidine-1-sulfonic acid, triflate salt). The reactants are S1C(=CC=C1)/C(/C(=O)N[C@@H]1C(N([C@H]1C)S(=O)(=O)O)=O)=N/OC(CNC(=O)OC(C)(C)C)CNC(=O)OC(C)(C)C ((3S)-trans-3-[(E)-2-(2-thienyl)-2-{1,3-di(t-butoxycarbonylamino)-prop-2-oxyimino} acetamido]-4-methyl-2-oxoazetidine-1-sulfonic acid), [K] (potassium), FC(C(=O)O)(F)F (trifluoroacetic acid). Yield: 66.0%. Starting materials: O (water), C(C)(=O)OCC (ethyl acetate), BrC1=C(C=C(C=C1C)O)C (4-Bromo-3,5-dimethylphenol), C(=O)C=1C=C(C=CC1)B(O)O ((3-formylphenyl)boronic acid). The reagents and catalysts are C=1C=CC(=CC1)[P](C=2C=CC=CC2)(C=3C=CC=CC3)[Pd]([P](C=4C=CC=CC4)(C=5C=CC=CC5)C=6C=CC=CC6)([P](C=7C=CC=CC7)(C=8C=CC=CC8)C=9C=CC=CC9)[P](C=1C=CC=CC1)(C=1C=CC=CC1)C=1C=CC=CC1 (tetrakis(triphenylphosphine)palladium(0)). The solvent is C([O-])([O-])=O.[Na+].[Na+] (sodium carbonate), C(C)O (ethanol), C1(=CC=CC=C1)C (toluene). Reaction conditions: temperature 80 celsius, time 27 hour. Yields the product OC1=CC(=C(C(=C1)C)C1=CC(=CC=C1)C=O)C (4′-hydroxy-2′,6′-dimethylbiphenyl-3-carbaldehyde). Isolated yield 75.4%. Reaction SMILES: Br[C:2]1[C:7]([CH3:8])=[CH:6][C:5]([OH:9])=[CH:4][C:3]=1[CH3:10].[CH:11]([C:13]1[CH:14]=[C:15](B(O)O)[CH:16]=[CH:17][CH:18]=1)=[O:12].O.C(OCC)(=O)C>C(=O)([O-])[O-].[Na+].[Na+].C(O)C.C1(C)C=CC=CC=1.C1C=CC([P]([Pd]([P](C2C=CC=CC=2)(C2C=CC=CC=2)C2C=CC=CC=2)([P](C2C=CC=CC=2)(C2C=CC=CC=2)C2C=CC=CC=2)[P](C2C=CC=CC=2)(C2C=CC=CC=2)C2C=CC=CC=2)(C2C=CC=CC=2)C2C=CC=CC=2)=CC=1>[OH:9][C:5]1[CH:6]=[C:7]([CH3:8])[C:2]([C:17]2[CH:16]=[CH:15][CH:14]=[C:13]([CH:11]=[O:12])[CH:18]=2)=[C:3]([CH3:10])[CH:4]=1 |f:4.5.6,^1:48,50,69,88|. Procedure details: 4-Bromo-3,5-dimethylphenol (10.1 g, 50.0 mmol) and (3-formylphenyl)boronic acid (8.25 g, 55.0 mmol) were dissolved in a mixed solution of 1 M aqueous sodium carbonate solution (150 mL), ethanol (50 mL) and toluene (150 mL), and after argon substitution, tetrakis(triphenylphosphine)palladium(0) (2.89 g, 2.50 mmol) was added. The reaction mixture was stirred at 80° C. for 27 hr under argon atmosphere. After cooling the reaction mixture, water and ethyl acetate were added, and the insoluble materia... Starting materials: CCOC(=O)C (AcOEt), ICCCCCCCC (1-iodooctane), CO3, OCCC1CNC2=C(C(=CC(=C12)C)C)NC(C(C)(C)C)=O (N-[3-(2—Hydroxyethyl)-4,6-dimethylindolin-7-yl]-2,2-dimethyl-propanamide). The solvent is CN(C)C=O (DMF). Conditions: temperature 70 celsius, time 10 hour. Product: C(CCCCCCC)N1CC(C2=C(C=C(C(=C12)NC(C(C)(C)C)=O)C)C)CCO (N-[(1 Octyl-3-(2-hydroxyethyl)-4,6-dimethylindolin-7-yl)]-2,2-dimethylpropanamide). Yield: 13.5%. RXN SMILES: [OH:1][CH2:2][CH2:3][CH:4]1[C:12]2[C:7](=[C:8]([NH:15][C:16](=[O:21])[C:17]([CH3:20])([CH3:19])[CH3:18])[C:9]([CH3:14])=[CH:10][C:11]=2[CH3:13])[NH:6][CH2:5]1.I[CH2:23][CH2:24][CH2:25][CH2:26][CH2:27][CH2:28][CH2:29][CH3:30].CCOC(C)=O>CN(C=O)C>[CH2:23]([N:6]1[C:7]2[C:12](=[C:11]([CH3:13])[CH:10]=[C:9]([CH3:14])[C:8]=2[NH:15][C:16](=[O:21])[C:17]([CH3:18])([CH3:20])[CH3:19])[CH:4]([CH2:3][CH2:2][OH:1])[CH2:5]1)[CH2:24][CH2:25][CH2:26][CH2:27][CH2:28][CH2:29][CH3:30]. Reported procedure: N-[3-(2—Hydroxyethyl)-4,6-dimethylindolin-7-yl]-2,2-dimethyl-propanamide (1.6 g) was dissolved in DMF (15 ml) and 1-iodooctane (3.9 g) and K2 CO3 (2.3 g) were added, which was followed by stirring at 70° C for 10 hr. AcOEt (200 ml) was added, and the mixture was washed with water and dried over anhydrous sodium sulfate. AcOEt was evaporated under reduced pressure. The residue was purified by silica gel column chromatography (eluent: benzene/AcOEt=5/1−1/2) to give 300 mg of the title compound. The reactants are [BH4-], CO, NC(=O)c1cnc(Oc2ccc(C=O)cc2F)cn1, [Na+], NCCc1cccs1. Yields the product NC(=O)c1cnc(Oc2ccc(CNCCc3cccs3)cc2F)cn1. Reaction SMILES: [BH4-:28].[CH3:30][OH:31].[F:1][c:2]1[c:3]([O:4][c:5]2[n:6][cH:7][c:8]([C:11](=[O:12])[NH2:13])[n:9][cH:10]2)[cH:14][cH:15][c:16]([CH:18]=[O:19])[cH:17]1.[Na+:29].[s:20]1[c:21]([CH2:25][CH2:26][NH2:27])[cH:22][cH:23][cH:24]1>>[F:1][c:2]1[c:3]([O:4][c:5]2[n:6][cH:7][c:8]([C:11](=[O:12])[NH2:13])[n:9][cH:10]2)[cH:14][cH:15][c:16]([CH2:18][NH:27][CH2:26][CH2:25][c:21]2[s:20][cH:24][cH:23][cH:22]2)[cH:17]1. Reactants: C(C1=CC=CC=C1)OC1=C(C=C(C=C1)OCC)/C=C/C(=O)OCC (ethyl (E)-3-(2-benzyloxy-5-ethoxyphenyl)-2-propenoate). Reagents/catalysts: [C].[Pd] (palladium carbon). Run in O1CCCC1 (tetrahydrofuran). Yields the product C(C)OC=1C=CC(=C(C1)CCC(=O)OCC)O (ethyl 3-(5-ethoxy-2-hydroxyphenyl)propionate). Yield: 94.2%. RXN SMILES: C([O:8][C:9]1[CH:14]=[CH:13][C:12]([O:15][CH2:16][CH3:17])=[CH:11][C:10]=1/[CH:18]=[CH:19]/[C:20]([O:22][CH2:23][CH3:24])=[O:21])C1C=CC=CC=1>[C].[Pd].O1CCCC1>[CH2:16]([O:15][C:12]1[CH:13]=[CH:14][C:9]([OH:8])=[C:10]([CH2:18][CH2:19][C:20]([O:22][CH2:23][CH3:24])=[O:21])[CH:11]=1)[CH3:17] |f:1.2|. Procedure: A mixture of ethyl (E)-3-(2-benzyloxy-5-ethoxyphenyl)-2-propenoate (4.58 g), 5% palladium carbon (6.0, g) and tetrahydrofuran (100 mL) was subjected to catalytic hydrogenation at room temperature and 1 atm. After filtering off the catalyst, the solvent was evaporated under reduced pressure. The obtained residue was subjected to silica gel column chromatography to give ethyl 3-(5-ethoxy-2-hydroxyphenyl)propionate as a colorless oil (3.15 g, 94%) from a fraction eluted with ethyl acetate-hexane (1... Reactants: FC1=C(C=C(C=C1)S(=O)(=O)CCC)C#C[Si](C)(C)C ({[2-Fluoro-5-(propylsulfonyl)phenyl]ethynyl}trimethyl silane), BrC1=CC(=C(C(=O)N2CCOCC2)C=C1)S(=O)(=O)C(C)C (4-[4-bromo-2-(isopropylsulfonyl)benzoyl]morpholine), BrC1=CC(=C(C(=O)N2CCOCC2)C=C1)S(=O)(=O)C(C)C (4-[4-bromo-2-(isopropylsulfonyl)benzoyl]morpholine), C(C)(C)(C)OC(COC1=C(C=C(C=C1)Cl)C#C)=O (tert-butyl(4-chloro-2-ethynylphenoxy)acetate), C(C)(C)(C)OC(COC1=C(C=C(C=C1)Cl)C#C)=O (tert-butyl(4-chloro-2-ethynylphenoxy)acetate). Product: C(C)(C)(C)OC(COC1=C(C=C(C=C1)Cl)C#CC1=CC(=C(C=C1)C(=O)N1CCOCC1)S(=O)(=O)C(C)C)=O (tert-butyl(4-chloro-2-{[3-(isopropylsulfonyl)-4-(morpholin-4-ylcarbonyl)phenyl]ethynyl}phenoxy)acetate). Reaction SMILES: FC1C=CC(S(CCC)(=O)=O)=CC=1C#C[Si](C)(C)C.[C:20]([O:24][C:25](=[O:37])[CH2:26][O:27][C:28]1[CH:33]=[CH:32][C:31]([Cl:34])=[CH:30][C:29]=1[C:35]#[CH:36])([CH3:23])([CH3:22])[CH3:21].Br[C:39]1[CH:52]=[CH:51][C:42]([C:43]([N:45]2[CH2:50][CH2:49][O:48][CH2:47][CH2:46]2)=[O:44])=[C:41]([S:53]([CH:56]([CH3:58])[CH3:57])(=[O:55])=[O:54])[CH:40]=1>>[C:20]([O:24][C:25](=[O:37])[CH2:26][O:27][C:28]1[CH:33]=[CH:32][C:31]([Cl:34])=[CH:30][C:29]=1[C:35]#[C:36][C:39]1[CH:52]=[CH:51][C:42]([C:43]([N:45]2[CH2:50][CH2:49][O:48][CH2:47][CH2:46]2)=[O:44])=[C:41]([S:53]([CH:56]([CH3:58])[CH3:57])(=[O:54])=[O:55])[CH:40]=1)([CH3:23])([CH3:22])[CH3:21]. Procedure details: Following the general method as outlined in Intermediate 107, starting from (4-chloro-2-ethynyl-phenoxy)-acetic acid tert-butyl ester (Intermediate 3) and 4-[4-bromo-2-(isopropylsulfonyl)benzoyl]morpholine (Intermediate 261), the title compound was obtained. Reactants: COC(=O)c1ccccc1CBr, CCOC(C)=O, Cc1ccccc1, CCCCCC, NCc1ccc(Oc2ccc(F)cc2)cc1, [K+], [K+], O=C([O-])[O-]. Yields the product O=C1c2ccccc2CN1Cc1ccc(Oc2ccc(F)cc2)cc1. RXN SMILES: [CH3:1][O:2][C:3]([c:4]1[c:5]([CH2:10][Br:11])[cH:6][cH:7][cH:8][cH:9]1)=[O:12].[CH3:35][CH2:36][O:37][C:38](=[O:39])[CH3:40].[CH3:41][c:42]1[cH:43][cH:44][cH:45][cH:46][cH:47]1.[CH3:48][CH2:49][CH2:50][CH2:51][CH2:52][CH3:53].[F:13][c:14]1[cH:15][cH:16][c:17]([O:18][c:19]2[cH:20][cH:21][c:22]([CH2:23][NH2:24])[cH:25][cH:26]2)[cH:27][cH:28]1.[K+:29].[K+:30].[O-:31][C:32]([O-:33])=[O:34]>>[C:3]1(=[O:12])[c:4]2[c:5]([cH:6][cH:7][cH:8][cH:9]2)[CH2:10][N:24]1[CH2:23][c:22]1[cH:21][cH:20][c:19]([O:18][c:17]2[cH:16][cH:15][c:14]([F:13])[cH:28][cH:27]2)[cH:26][cH:25]1.